Dataset: the Open Reaction Database (ORD), a public repository of structured organic reaction records. Task: describe an organic reaction: reactants, conditions, products, and yield Starting materials: CCOC(C)=O, CC(C)CN(C(=O)c1cc2ccccc2n1CCc1ccccc1)C1CC(C(=O)N2CCOCC2)CN(C(=O)OC(C)(C)C)C1, Cl. The product is CC(C)CN(C(=O)c1cc2ccccc2n1CCc1ccccc1)C1CNCC(C(=O)N2CCOCC2)C1, Cl. RXN SMILES: [C:46]([O:47][CH2:48][CH3:49])(=[O:50])[CH3:51].[CH3:1][CH:2]([CH2:3][N:4]([CH:5]1[CH2:6][N:7]([C:19]([O:20][C:21]([CH3:22])([CH3:23])[CH3:24])=[O:25])[CH2:8][CH:9]([C:11](=[O:12])[N:13]2[CH2:14][CH2:15][O:16][CH2:17][CH2:18]2)[CH2:10]1)[C:26](=[O:27])[c:28]1[n:29]([CH2:37][CH2:38][c:39]2[cH:40][cH:41][cH:42][cH:43][cH:44]2)[c:30]2[cH:31][cH:32][cH:33][cH:34][c:35]2[cH:36]1)[CH3:45].[ClH:52]>>[CH3:1][CH:2]([CH2:3][N:4]([CH:5]1[CH2:6][NH:7][CH2:8][CH:9]([C:11](=[O:12])[N:13]2[CH2:14][CH2:15][O:16][CH2:17][CH2:18]2)[CH2:10]1)[C:26](=[O:27])[c:28]1[n:29]([CH2:37][CH2:38][c:39]2[cH:40][cH:41][cH:42][cH:43][cH:44]2)[c:30]2[cH:31][cH:32][cH:33][cH:34][c:35]2[cH:36]1)[CH3:45].[ClH:52]. Starting materials: C(#N)C1(CCC(CC1)NS(=O)(=O)C1=CC(=C(C=C1)OCC)C)NC(C)=O (N-(1-Cyano-4-(4-ethoxy-3-methylphenylsulfonamido)-cyclohexyl)acetamide), NC1(CCC(CC1)NS(=O)(=O)C1=CC=C(C=C1)C(F)(F)F)C#N (N-(4-amino-4-cyanocyclohexyl)-4-trifluoromethyl benzenesulfonamide), NC1(CCC(CC1)NS(=O)(=O)C1=CC=C(C=C1)C(F)(F)F)C#N (N-(4-amino-4-cyanocyclohexyl)-4-trifluoromethyl benzenesulfonamide). The product is C(#N)C1(CCC(CC1)NS(=O)(=O)C1=CC=C(C=C1)C(F)(F)F)NC(C)=O (N-(1-Cyano-4-(4-trifluormethylphenylsulfonamido)-cyclohexyl)acetamide). Reaction SMILES: [C:1]([C:3]1([NH:23][C:24](=[O:26])[CH3:25])[CH2:8][CH2:7][CH:6]([NH:9][S:10]([C:13]2[CH:18]=[CH:17][C:16](OCC)=[C:15](C)[CH:14]=2)(=[O:12])=[O:11])[CH2:5][CH2:4]1)#[N:2].NC1(C#N)CCC(NS(C2C=CC([C:44]([F:47])([F:46])[F:45])=CC=2)(=O)=O)CC1>>[C:1]([C:3]1([NH:23][C:24](=[O:26])[CH3:25])[CH2:4][CH2:5][CH:6]([NH:9][S:10]([C:13]2[CH:18]=[CH:17][C:16]([C:44]([F:47])([F:46])[F:45])=[CH:15][CH:14]=2)(=[O:12])=[O:11])[CH2:7][CH2:8]1)#[N:2]. Reported procedure: Intermediate 127 was prepared by a method analogous to the method of preparing Intermediate 126 using N-(4-amino-4-cyanocyclohexyl)-4-trifluoromethyl benzenesulfonamide (Intermediate 125) as the starting material. The reactants are C1(CCCC1)S(=O)(=O)C1=CC=C(C=C1)C#CCCOCCCCCCNC[C@H](O)C1=CC2=C(OC(OC2)(C)C)C=C1 ((1R)-2-{[6-({4-[4-(cyclopentylsulfonyl)phenyl]but-3-ynyl}oxy)hexyl]amino}-1-(2,2-dimethyl-4H-1,3-benzodioxin-6-yl)ethanol). Reagents/catalysts: [Pd] (palladium on carbon). Run in CCOC(=O)C (EtOAc). The product is C1(CCCC1)S(=O)(=O)C1=CC=C(C=C1)CCCCOCCCCCCNC[C@H](O)C1=CC2=C(OC(OC2)(C)C)C=C1 ((1R)-2-[(6-{4-[4-(Cyclopentylsulfonyl)phenyl]butoxy}hexyl)amino]-1-(2,2-dimethyl-4H-1,3-benzodioxin-6-yl)ethanol). The yield is 50.8%. Reaction SMILES: [CH:1]1([S:6]([C:9]2[CH:14]=[CH:13][C:12]([C:15]#[C:16][CH2:17][CH2:18][O:19][CH2:20][CH2:21][CH2:22][CH2:23][CH2:24][CH2:25][NH:26][CH2:27][C@@H:28]([C:30]3[CH:41]=[CH:40][C:33]4[O:34][C:35]([CH3:39])([CH3:38])[O:36][CH2:37][C:32]=4[CH:31]=3)[OH:29])=[CH:11][CH:10]=2)(=[O:8])=[O:7])[CH2:5][CH2:4][CH2:3][CH2:2]1>CCOC(C)=O.[Pd]>[CH:1]1([S:6]([C:9]2[CH:10]=[CH:11][C:12]([CH2:15][CH2:16][CH2:17][CH2:18][O:19][CH2:20][CH2:21][CH2:22][CH2:23][CH2:24][CH2:25][NH:26][CH2:27][C@@H:28]([C:30]3[CH:41]=[CH:40][C:33]4[O:34][C:35]([CH3:38])([CH3:39])[O:36][CH2:37][C:32]=4[CH:31]=3)[OH:29])=[CH:13][CH:14]=2)(=[O:8])=[O:7])[CH2:5][CH2:4][CH2:3][CH2:2]1. Procedure details: A solution of (1R)-2-{[6-({4-[4-(cyclopentylsulfonyl)phenyl]but-3-ynyl}oxy)hexyl]amino}-1-(2,2-dimethyl-4H-1,3-benzodioxin-6-yl)ethanol (127 mg) in EtOAc (10 ml) was hydrogenated over a palladium on carbon catalyst (50% water by weight, 6.35 mg) for 19 h. The catalyst was removed by filtration and the filtrate was evaporated to dryness. The residual oil was purified on a silica bond elut SPE cartridge (5 g), gradient 0% to 20% [MeOH-aqueous ammonia(10:1)] in DCM (Gradmaster™). The appropriate fr... Reactants: FC1=C(C=CC=C1)[C@@]12NOC[C@@H]1COC2 ((±)-(3aS*,6aS*)-6a-(2-fluorophenyl)tetrahydrofuro[3,4-c]isoxazole). Reagents/catalysts: [Zn] (Zinc). The solvent is C(C)(=O)O (acetic acid). Conditions: time 16 hour. Product: N[C@@]1([C@@H](COC1)CO)C1=C(C=CC=C1)F ((±)-[(3R*,4S*)-4-Amino-4-(2-fluorophenyl)tetrahydrofuran-3-yl]methanol). Yield: 96.6%. Reaction SMILES: [F:1][C:2]1[CH:7]=[CH:6][CH:5]=[CH:4][C:3]=1[C@:8]12[CH2:15][O:14][CH2:13][C@H:12]1[CH2:11][O:10][NH:9]2>C(O)(=O)C.[Zn]>[NH2:9][C@@:8]1([C:3]2[CH:4]=[CH:5][CH:6]=[CH:7][C:2]=2[F:1])[CH2:15][O:14][CH2:13][C@H:12]1[CH2:11][OH:10]. Procedure details: Zinc (powder, 21 g) was added to a solution containing (±)-(3aS*,6aS*)-6a-(2-fluorophenyl)tetrahydrofuro[3,4-c]isoxazole (5.6 g) in acetic acid (140 mL) at RT. The reaction solution was stirred at RT for 16 h. The insoluble matter was separated by filtration through celite and the filtrate was concentrated under reduced pressure. EtOAc and a sodium bicarbonate solution were added to the residue, and the organic layer was separated. The organic layer was washed with saturated aqueous sodium chlor... The reactants are O=C(Cl)c1ccc(F)cc1, [Na+], [Na+], O=C([O-])[O-], O, c1ccc(C23CNCC2C3)cc1, c1ccccc1. Product: O=C(c1ccc(F)cc1)N1CC2CC2(c2ccccc2)C1. RXN SMILES: [F:19][c:20]1[cH:21][cH:22][c:23]([C:24](=[O:25])[Cl:26])[cH:27][cH:28]1.[Na+:13].[Na+:14].[O-:15][C:16](=[O:17])[O-:18].[OH2:35].[c:1]1([C:7]23[CH2:8][NH:9][CH2:10][CH:11]2[CH2:12]3)[cH:2][cH:3][cH:4][cH:5][cH:6]1.[cH:29]1[cH:30][cH:31][cH:32][cH:33][cH:34]1>>[c:1]1([C:7]23[CH2:8][N:9]([C:24]([c:23]4[cH:22][cH:21][c:20]([F:19])[cH:28][cH:27]4)=[O:25])[CH2:10][CH:11]2[CH2:12]3)[cH:2][cH:3][cH:4][cH:5][cH:6]1. Reactants: oil, C=1CC(CC1)C(CC=O)CC (3-(5-cyclopenten-3-yl) valeraldehyde), S(O)(O)(=O)=O (sulfuric acid), C1(C=CCC1)CCCCC=O (2-cyclopentene-1-pentanal), C(C)[Mg]Br (Ethyl magnesium bromide). Solvent: O1CCCC1 (tetrahydrofuran), O (water). Conditions: temperature -30 celsius. The product is OC(CCCCC1C=CCC1)CC (3-(5-Hydroxyhept-1-yl)cyclopentene). As a reaction SMILES: [CH:1]1CC(C(CC)CC=O)C[CH:5]=1.[CH:12]1([CH2:17][CH2:18][CH2:19][CH2:20][CH:21]=[O:22])[CH2:16][CH2:15][CH:14]=[CH:13]1.C([Mg]Br)C.S(=O)(=O)(O)O>O.O1CCCC1>[OH:22][CH:21]([CH2:1][CH3:5])[CH2:20][CH2:19][CH2:18][CH2:17][CH:12]1[CH2:16][CH2:15][CH:14]=[CH:13]1. Procedure: All work is performed an inert atmosphere using anhydrous tetrahydrofuran. The starting material, 3-(5-cyclopenten-3-yl) valeraldehyde {2-cyclopentene-1-pentanal} (75 g, 0.493 moles) is diluted in tetrahydrofurar (750 ml) and cooled in a -30° C. ethanol/dry ice bath. Ethyl magnesium bromide (0.493 moles) is added dropwise to the stirring reaction mixture for a period of over 2 hours. The mixture is warmed to 0° C. and water (100 ml), followed by 15% sulfuric acid (200 ml), is added and the organ... The reactants are O.NC1=NN=NN1 (5-Aminotetrazole monohydrate), C1(CCCCC1)C1=NN(C(=C1)C1=CC=C(C=C1)OC(F)(F)F)CC1=CC=C(C(=O)O)C=C1 (4-({3-Cyclohexyl-5-[4-(trifluoromethoxy)phenyl]-1H-pyrazol-1-yl}methyl)benzoic acid), C(CCl)Cl (EDC), C=1C=CC2=C(C1)N=NN2O (HOBt). Run in CN(C)C=O (DMF), O (water). Reaction conditions: time 16 hour. Yields the product C1(CCCCC1)C1=NN(C(=C1)C1=CC=C(C=C1)OC(F)(F)F)CC1=CC=C(C(=O)NC2=NN=NN2)C=C1 (4-({3-Cyclohexyl-5-[4-(trifluoromethoxy)phenyl]-1H-pyrazol-1-yl}methyl)-N-(1H-tetrazol-5-yl)benzamide). As a reaction SMILES: [CH:1]1([C:7]2[CH:11]=[C:10]([C:12]3[CH:17]=[CH:16][C:15]([O:18][C:19]([F:22])([F:21])[F:20])=[CH:14][CH:13]=3)[N:9]([CH2:23][C:24]3[CH:32]=[CH:31][C:27]([C:28]([OH:30])=O)=[CH:26][CH:25]=3)[N:8]=2)[CH2:6][CH2:5][CH2:4][CH2:3][CH2:2]1.C(Cl)CCl.C1C=CC2N(O)N=NC=2C=1.O.[NH2:48][C:49]1[NH:53][N:52]=[N:51][N:50]=1>CN(C=O)C.O>[CH:1]1([C:7]2[CH:11]=[C:10]([C:12]3[CH:13]=[CH:14][C:15]([O:18][C:19]([F:21])([F:20])[F:22])=[CH:16][CH:17]=3)[N:9]([CH2:23][C:24]3[CH:25]=[CH:26][C:27]([C:28]([NH:48][C:49]4[NH:53][N:52]=[N:51][N:50]=4)=[O:30])=[CH:31][CH:32]=3)[N:8]=2)[CH2:2][CH2:3][CH2:4][CH2:5][CH2:6]1 |f:3.4|. Reported procedure: A solution of 70 mg product from Step A above, 38.1 mg EDC, 26.9 mg HOBt in 1 mL DMF was stirred at room temperature for 30 minutes. 5-Aminotetrazole monohydrate (20.5 mg) was added and the mixture stirred for additional 16 hours. Precipitate the product by adding 1 mL water to the reaction mixture. Collect the product by filtration, wash it with 1:1 DMF and water, water, and MeCN, and dry to give the title compound as a white solid. 1H NMR (CD3OD, 600 MHz) δ 7.92 (d, J=8.4 Hz, 2H), 7.42˜7.45 (m...